This data is from the Open Reaction Database (ORD), a public repository of structured organic reaction records. The task is: describe an organic reaction: reactants, conditions, products, and yield The product is CCOC(=O)C(C)Cc1cn(Cc2ccc(C(=O)OC(C)(C)C)cc2OC)c2cc(C(=O)NCC3CCCC3)ccc12. Reaction SMILES: [CH3:45][OH:46].[CH:1]1([CH2:6][NH:7][C:8](=[O:9])[c:10]2[cH:11][cH:12][c:13]3[c:14]([CH:35]=[C:36]([CH3:37])[C:38](=[O:39])[O:40][CH2:41][CH3:42])[cH:15][n:16]([CH2:19][c:20]4[c:21]([O:33][CH3:34])[cH:22][c:23]([C:24](=[O:25])[O:26][C:27]([CH3:28])([CH3:29])[CH3:30])[cH:31][cH:32]4)[c:17]3[cH:18]2)[CH2:2][CH2:3][CH2:4][CH2:5]1.[H:43][H:44]>>[CH:1]1([CH2:6][NH:7][C:8](=[O:9])[c:10]2[cH:11][cH:12][c:13]3[c:14]([CH2:35][CH:36]([CH3:37])[C:38](=[O:39])[O:40][CH2:41][CH3:42])[cH:15][n:16]([CH2:19][c:20]4[c:21]([O:33][CH3:34])[cH:22][c:23]([C:24](=[O:25])[O:26][C:27]([CH3:28])([CH3:29])[CH3:30])[cH:31][cH:32]4)[c:17]3[cH:18]2)[CH2:2][CH2:3][CH2:4][CH2:5]1. Starting materials: CO, CCOC(=O)C(C)=Cc1cn(Cc2ccc(C(=O)OC(C)(C)C)cc2OC)c2cc(C(=O)NCC3CCCC3)ccc12, [H][H].